From a dataset of the Open Reaction Database (ORD), a public repository of structured organic reaction records. describe an organic reaction: reactants, conditions, products, and yield Starting materials: CC(CCO)(C)O (3-Methylbutane-1,3-diol), [H-].[Na+] (NaH), C(CCC)N1/C(/SC2=C1C=NC=C2)=N/C(C2=C(C=CC(=C2)C(F)(F)F)F)=O (N-[(2Z)-3-butyl[1,3]thiazolo[4,5-c]pyridin-2(3H)-ylidene]-2-fluoro-5-(trifluoromethyl)benzamide). Run in C1CCOC1 (THF), C1CCOC1 (THF). Run at temperature 2.5 celsius. Product: C(CCC)N1/C(/SC2=C1C=NC=C2)=N/C(C2=C(C=CC(=C2)C(F)(F)F)OCCC(C)(C)O)=O (N-[(2Z)-3-butyl[1,3]thiazolo[4,5-c]pyridin-2(3H)-ylidene]-2-(3-hydroxy-3-methylbutoxy)-5-(trifluoromethyl)benzamide). Isolated yield 90.3%. RXN SMILES: [CH3:1][C:2]([OH:7])([CH3:6])[CH2:3][CH2:4][OH:5].[H-].[Na+].[CH2:10]([N:14]1[C:18]2[CH:19]=[N:20][CH:21]=[CH:22][C:17]=2[S:16]/[C:15]/1=[N:23]\[C:24](=[O:36])[C:25]1[CH:30]=[C:29]([C:31]([F:34])([F:33])[F:32])[CH:28]=[CH:27][C:26]=1F)[CH2:11][CH2:12][CH3:13]>C1COCC1>[CH2:10]([N:14]1[C:18]2[CH:19]=[N:20][CH:21]=[CH:22][C:17]=2[S:16]/[C:15]/1=[N:23]\[C:24](=[O:36])[C:25]1[CH:30]=[C:29]([C:31]([F:34])([F:33])[F:32])[CH:28]=[CH:27][C:26]=1[O:5][CH2:4][CH2:3][C:2]([OH:7])([CH3:6])[CH3:1])[CH2:11][CH2:12][CH3:13] |f:1.2|. Procedure: 3-Methylbutane-1,3-diol (42 mg, 0.4 mmol) in THF (1 mL) was treated with NaH (60%) (16 mg, 0.4 mmol) at room temperature for 20 min. To the above mixture, which was cooled to 0-5° C., was added the product from Example 20B (80 mg, 0.2 mmol) in THF (1 mL). After 20 min. the reaction mixture was quenched with saturated aqueous NaHCO3 (20 mL) and extracted with ethyl acetate (2×30 mL). The combined organic extracts were dried over anhydrous Na2SO4, filtered, and concentrated under reduced pressure.... Starting materials: O=C(O)c1coc(Br)c1, CN(C)C=O, Fc1cccc(S)c1. Product: O=C(O)c1coc(Sc2cccc(F)c2)c1. RXN SMILES: [Br:9][c:10]1[cH:11][c:12]([C:15](=[O:16])[OH:17])[cH:13][o:14]1.[CH3:18][N:19]([CH3:20])[CH:21]=[O:22].[F:1][c:2]1[cH:3][c:4]([SH:8])[cH:5][cH:6][cH:7]1>>[F:1][c:2]1[cH:3][c:4]([S:8][c:10]2[cH:11][c:12]([C:15](=[O:16])[OH:17])[cH:13][o:14]2)[cH:5][cH:6][cH:7]1.